From a dataset of the Open Reaction Database (ORD), a public repository of structured organic reaction records. describe an organic reaction: reactants, conditions, products, and yield The reactants are Cl.ClC=1C=C(C=NC1O[C@H]1CNCC1)S(=O)(=O)N ((R)-5-chloro-6-(pyrrolidin-3-yloxy)pyridine-3-sulfonamideHydrochloride salt), FC(CI)F (1,1-difluoro-2-iodoethane), C(=O)([O-])[O-].[Na+].[Na+] (Na2CO3). Solvent: CN(C=O)C (N,N-dimethylformamide), C(C)(=O)OCC (ethyl acetate). Product: ClC=1C=C(C=NC1O[C@H]1CN(CC1)CC(F)F)S(=O)(=O)N ((R)-5-chloro-6-(1-(2,2-difluoroethyl)pyrrolidin-3-yloxy)pyridine-3-sulfonamide). RXN SMILES: Cl.[Cl:2][C:3]1[CH:4]=[C:5]([S:15]([NH2:18])(=[O:17])=[O:16])[CH:6]=[N:7][C:8]=1[O:9][C@@H:10]1[CH2:14][CH2:13][NH:12][CH2:11]1.[F:19][CH:20]([F:23])[CH2:21]I.C([O-])([O-])=O.[Na+].[Na+]>CN(C)C=O.C(OCC)(=O)C>[Cl:2][C:3]1[CH:4]=[C:5]([S:15]([NH2:18])(=[O:16])=[O:17])[CH:6]=[N:7][C:8]=1[O:9][C@@H:10]1[CH2:14][CH2:13][N:12]([CH2:21][CH:20]([F:23])[F:19])[CH2:11]1 |f:0.1,3.4.5|. Reported procedure: A reaction mixture of EXAMPLE 422B (353 mg), 1,1-difluoro-2-iodoethane (268 mg) and Na2CO3 (283 mg) in N,N-dimethylformamide (10 mL) was heated at 80° C. overnight. The reaction mixture was cooled to room temperature and diluted with ethyl acetate. The organic phase was washed with water and brine, dried over anhydrous sodium sulfate, and concentrated. The crude material was purified with 2.5-3% methanol/dichloromethane to afford the title compound.